This data is from the Open Reaction Database (ORD), a public repository of structured organic reaction records. The task is: describe an organic reaction: reactants, conditions, products, and yield The reactants are FC1=C(C=CC(=C1)F)C1=CC=C(C=C1)C(CC#N)C (3-(2',4'-difluoro-4-biphenylyl)butyronitrile), O (water), C(CCCCC)O (n-hexanol), OS(=O)(=O)O (H2SO4). Yields the product FC1=C(C=CC(=C1)F)C1=CC=C(C=C1)C(CC(=O)O)C (3-(2',4'-difluoro-4-biphenylyl)-butyric acid). RXN SMILES: [F:1][C:2]1[CH:7]=[C:6]([F:8])[CH:5]=[CH:4][C:3]=1[C:9]1[CH:14]=[CH:13][C:12]([CH:15]([CH3:19])[CH2:16][C:17]#N)=[CH:11][CH:10]=1.C([OH:26])CCCCC.OS(O)(=O)=O.[OH2:32]>>[F:1][C:2]1[CH:7]=[C:6]([F:8])[CH:5]=[CH:4][C:3]=1[C:9]1[CH:14]=[CH:13][C:12]([CH:15]([CH3:19])[CH2:16][C:17]([OH:26])=[O:32])=[CH:11][CH:10]=1. Procedure details: 1 g. of 3-(2',4'-difluoro-4-biphenylyl)butyronitrile, 3 ml. of n-hexanol and 0.1 g. of concentrated H2SO4 are heated under reflux for 48 hours. 3 ml. of water are added and the mixture is heated under reflux for 48 hours more and worked up in the customary manner to give 3-(2',4'-difluoro-4-biphenylyl)-butyric acid, m.p. 109°-110°. RXN SMILES: [CH3:33][C:34](=[O:35])[O:36][C:37](=[O:38])[CH3:39].[CH3:40][OH:41].[NH2:1][CH:2]([CH2:3][NH:4][c:5]1[n:6][c:7](-[c:20]2[cH:21][cH:22][n:23][cH:24][cH:25]2)[c:8](-[c:13]2[cH:14][cH:15][c:16]([F:19])[cH:17][cH:18]2)[c:9](=[O:12])[n:10]1[CH3:11])[CH2:26][c:27]1[cH:28][cH:29][cH:30][cH:31][cH:32]1>>[NH:1]([CH:2]([CH2:3][NH:4][c:5]1[n:6][c:7](-[c:20]2[cH:21][cH:22][n:23][cH:24][cH:25]2)[c:8](-[c:13]2[cH:14][cH:15][c:16]([F:19])[cH:17][cH:18]2)[c:9](=[O:12])[n:10]1[CH3:11])[CH2:26][c:27]1[cH:28][cH:29][cH:30][cH:31][cH:32]1)[C:34]([CH3:33])=[O:35]. The product is CC(=O)NC(CNc1nc(-c2ccncc2)c(-c2ccc(F)cc2)c(=O)n1C)Cc1ccccc1. The reactants are CC(=O)OC(C)=O, CO, Cn1c(NCC(N)Cc2ccccc2)nc(-c2ccncc2)c(-c2ccc(F)cc2)c1=O. The reactants are SC(CNC1=CC=CC=C1)(C)C (2-(2-mercapto-2-methylpropylamino) benzene). The reagents and catalysts are [Tc](=O)(=O)(=O)[O-].[Na+] (sodium pertechnetate). Product: C(\C=C\C)SC(CNC1=C(C=CC=C1)NCC(C)(C)S)(C)C (1-[2-(trans-2-butenylthio)-2-methylpropylamino]-2-(2-mercapto-2-methylpropylamino) benzene). Reaction SMILES: [SH:1][C:2]([CH3:12])([CH3:11])[CH2:3][NH:4][C:5]1[CH:10]=[CH:9][CH:8]=[CH:7][CH:6]=1>[Tc]([O-])(=O)(=O)=O.[Na+]>[CH2:10]([S:1][C:2]([CH3:12])([CH3:11])[CH2:3][NH:4][C:5]1[CH:10]=[CH:9][CH:8]=[CH:7][C:6]=1[NH:4][CH2:3][C:2]([SH:1])([CH3:12])[CH3:11])/[CH:5]=[CH:6]/[CH3:7] |f:1.2|. Procedure details: 1-(2-trans-2-Butenylthio)-2-methylpropylamino)-2-(2-mercapto-2-methylpropylamino) benzene was reacted with Tc-99m sodium pertechnetate by the procedure of Example 7 to produce the Tc-99m complex of 1-[2-(trans-2-butenylthio)-2-methylpropylamino]-2-(2-mercapto-2-methylpropylamino) benzene. HPLC (90% ethanol//H2O, 1.5 ml/min, Waters Radial-Pak C-18) Rt 4.06 min, radiochemical purity 100%. TLC (70% hexane/diethyl ether) RF 0.26, radiochemical purity 94%. Electrophoresis (0.05 M NaH2PO4, pH 4.5, 300... Reactants: FC1(C(NC(NC1OC(C)=O)=O)=O)C(=O)OCC (ethyl 5-fluoro-6-acetoxy-1,2,3,4,5,6-hexahydro-2,4-dioxopyrimidine-5-carboxylate), CC1=CC=C(\C=N/O)O1 ((Z)-5-methylfurfuraldoxime). Solvent: N1=CC=CC=C1.CC(=O)C (pyridine acetone). Run at time 4 day. Product: FC1(C(NC(NC1O\N=C/C1=CC=C(O1)C)=O)=O)C(=O)OCC (ethyl 5-fluoro-6-[(Z)5-methylfurfurylideneaminooxy]-1,2,3,4,5,6-hexahydro-2,4-dioxopyrimidine-5-carboxylate). The yield is 18.5%. Reaction SMILES: [F:1][C:2]1([C:14]([O:16][CH2:17][CH3:18])=[O:15])[CH:7]([O:8]C(=O)C)[NH:6][C:5](=[O:12])[NH:4][C:3]1=[O:13].[CH3:19][C:20]1[O:27][C:23](/[CH:24]=[N:25]\O)=[CH:22][CH:21]=1>N1C=CC=CC=1.CC(C)=O>[F:1][C:2]1([C:14]([O:16][CH2:17][CH3:18])=[O:15])[CH:7]([O:8]/[N:25]=[CH:24]\[C:23]2[O:27][C:20]([CH3:19])=[CH:21][CH:22]=2)[NH:6][C:5](=[O:12])[NH:4][C:3]1=[O:13] |f:2.3|. Reported procedure: In 75 ml of pyridine-acetone (pyridine:acetone=2:1) were dissolved 20 g (76 mmol) of ethyl 5-fluoro-6-acetoxy-1,2,3,4,5,6-hexahydro-2,4-dioxopyrimidine-5-carboxylate and 11.4 g (91 mol) of (Z)-5-methylfurfuraldoxime, and the solution was stirred at room temperature for 4 days. The reaction solution was concentrated under reduced pressure, and the residue was treated with water. Crystals precipitated were collected by filtration and washed with water. The crystals were dried under reduced pressur...